Dataset: the Open Reaction Database (ORD), a public repository of structured organic reaction records. Task: describe an organic reaction: reactants, conditions, products, and yield Starting materials: Cl.CN(CCCN=C=NCC)C (N-(3-Dimethylaminopropyl)-N'-ethylcarbodiimide hydrochloride), CNCCC1=C(OCCCO)C=CC=C1 (3-[2-(2-methylaminoethyl)phenoxy]propan-1-ol), C(C)(C)(C)OC(=O)N(C)[C@@H](C(=O)O)CC1=CC2=CC=CC=C2C=C1 ((2R)-2-(N-(tert-Butoxycarbonyl)-N-methylamino)-3-(2-naphthyl)propionic acid), ON1N=NC2=C1N=CC=C2 (1-hydroxy-7-azabenzotriazole). The solvent is C(C)(=O)OCC (ethyl acetate), ClCCl (dichloromethane), CN(C=O)C (N,N-dimethylformamide), ClCCl (dichloromethane). Run at temperature 0 celsius, time 20 minute. Yields the product C(C)(C)(C)OC(N(C)[C@H](CC1=CC2=CC=CC=C2C=C1)C(N(C)CCC1=C(C=CC=C1)OCCCO)=O)=O (N-[(1R)-1-(N-{2-[2-(3-hydroxypropoxy)phenyl]ethyl}-N-methylcarbamoyl)-2-(2-naphthyl)ethyl]-N-methylcarbamic acid tert-butyl ester). Yield: 68.1%. RXN SMILES: [C:1]([O:5][C:6]([N:8]([C@H:10]([CH2:14][C:15]1[CH:24]=[CH:23][C:22]2[C:17](=[CH:18][CH:19]=[CH:20][CH:21]=2)[CH:16]=1)[C:11]([OH:13])=O)[CH3:9])=[O:7])([CH3:4])([CH3:3])[CH3:2].ON1C2N=CC=CC=2N=N1.Cl.CN(C)CCCN=C=NCC.[CH3:47][NH:48][CH2:49][CH2:50][C:51]1[CH:61]=[CH:60][CH:59]=[CH:58][C:52]=1[O:53][CH2:54][CH2:55][CH2:56][OH:57]>CN(C)C=O.ClCCl.C(OCC)(=O)C>[C:1]([O:5][C:6](=[O:7])[N:8]([C@@H:10]([C:11](=[O:13])[N:48]([CH2:49][CH2:50][C:51]1[CH:61]=[CH:60][CH:59]=[CH:58][C:52]=1[O:53][CH2:54][CH2:55][CH2:56][OH:57])[CH3:47])[CH2:14][C:15]1[CH:24]=[CH:23][C:22]2[C:17](=[CH:18][CH:19]=[CH:20][CH:21]=2)[CH:16]=1)[CH3:9])([CH3:3])([CH3:2])[CH3:4] |f:2.3|. Reported procedure: (2R)-2-(N-(tert-Butoxycarbonyl)-N-methylamino)-3-(2-naphthyl)propionic acid (357 mg, 1.08 mmol) and 1-hydroxy-7-azabenzotriazole (148 mg, 1.08 mmol) were dissolved in N,N-dimethylformamide (2 ml) and dichloromethane (2 ml). The solution was cooled to 0° C. N-(3-Dimethylaminopropyl)-N'-ethylcarbodiimide hydrochloride (208 mg, 1.08 mmol) was added. The reaction mixture was stirred for 20 min at 0° C. A solution of 3-[2-(2-methylaminoethyl)phenoxy]propan-1-ol (227 mg, 1.08 mmol) in dichloromethane ... Starting materials: ClCCl, CC(C)(C)OC(=O)NC1CCN(C(=O)CN2CCCC(c3ccccc3)(c3ccccc3)C2=O)CC1, O=C(O)C(F)(F)F. The product is NC1CCN(C(=O)CN2CCCC(c3ccccc3)(c3ccccc3)C2=O)CC1. Reaction SMILES: [CH2:44]([Cl:45])[Cl:46].[O:1]=[C:2]1[N:3]([CH2:20][C:21](=[O:22])[N:23]2[CH2:24][CH2:25][CH:26]([NH:29][C:30](=[O:31])[O:32][C:33]([CH3:34])([CH3:35])[CH3:36])[CH2:27][CH2:28]2)[CH2:4][CH2:5][CH2:6][C:7]1([c:8]1[cH:9][cH:10][cH:11][cH:12][cH:13]1)[c:14]1[cH:15][cH:16][cH:17][cH:18][cH:19]1.[OH:37][C:38]([C:39]([F:40])([F:41])[F:42])=[O:43]>>[O:1]=[C:2]1[N:3]([CH2:20][C:21](=[O:22])[N:23]2[CH2:24][CH2:25][CH:26]([NH2:29])[CH2:27][CH2:28]2)[CH2:4][CH2:5][CH2:6][C:7]1([c:8]1[cH:9][cH:10][cH:11][cH:12][cH:13]1)[c:14]1[cH:15][cH:16][cH:17][cH:18][cH:19]1. The reactants are N#N (N2), CCN(C(C)C)C(C)C (DIPEA), C(C)(C)(C)[Si](OC(C)C=1OC(=CN1)CCl)(C)C (2-[1-(tert-butyl-dimethyl-silanyloxy)-ethyl]-5-chloromethyl-oxazole), [N+](=O)([O-])C1=NNN=C1 (4-nitro-2H-[1,2,3]triazole), solution. The solvent is O (Water), CC(OCC)=O (EA), CN(C)C=O (DMF), CC(=O)C (acetone), CN(C)C=O (DMF). Reaction conditions: temperature 50 celsius, time 48 hour. Product: C(C)(C)(C)[Si](OC(C)C=1OC(=CN1)CN1N=CC(=N1)[N+](=O)[O-])(C)C (2-{2-[1-(tert-Butyl-dimethyl-silanyloxy)-ethyl]-oxazol-5-ylmethyl}-4-nitro-2H-[1,2,3]triazole). RXN SMILES: N#N.[C:3]([Si:7]([CH3:19])([CH3:18])[O:8][CH:9]([C:11]1[O:12][C:13]([CH2:16]Cl)=[CH:14][N:15]=1)[CH3:10])([CH3:6])([CH3:5])[CH3:4].[N+:20]([C:23]1[CH:27]=[N:26][NH:25][N:24]=1)([O-:22])=[O:21].CCN(C(C)C)C(C)C>CN(C=O)C.CC(C)=O.CC(=O)OCC.O>[C:3]([Si:7]([CH3:19])([CH3:18])[O:8][CH:9]([C:11]1[O:12][C:13]([CH2:16][N:25]2[N:24]=[C:23]([N+:20]([O-:22])=[O:21])[CH:27]=[N:26]2)=[CH:14][N:15]=1)[CH3:10])([CH3:6])([CH3:5])[CH3:4]. Procedure: In a flame dried round-bottomed flask equipped with a magnetic stir bar and under inert atmosphere (N2), a solution of 2-[1-(tert-butyl-dimethyl-silanyloxy)-ethyl]-5-chloromethyl-oxazole (247 mg, 0.89 mmol) in DMF (1.0 mL) was added to a solution of 4-nitro-2H-[1,2,3]triazole (850 mg of a 10% solution in acetone, 0.75 mmol) in DMF (1.0 mL) pre-treated for 30 min with DIPEA (0.26 mL, 1.49 mmol) and the reaction mixture was stirred for 48 h at 50° C. Water (10 mL), followed by EA (20 mL) were adde... Reactants: O=C([O-])[O-], CN(C)CC(=O)O, CS(C)=O, [Cs+], [Cs+], FC(F)(F)c1n[nH]c2c1CCCC2, O=C(c1ccc(I)cc1)N1CCOCC1. The product is O=C(c1ccc(-n2nc(C(F)(F)F)c3c2CCCC3)cc1)N1CCOCC1. Reaction SMILES: [C:36](=[O:37])([O-:38])[O-:39].[CH3:29][N:30]([CH2:31][C:32](=[O:33])[OH:34])[CH3:35].[CH3:42][S:43]([CH3:44])=[O:45].[Cs+:40].[Cs+:41].[F:16][C:17]([c:18]1[n:19][nH:20][c:21]2[c:26]1[CH2:25][CH2:24][CH2:23][CH2:22]2)([F:27])[F:28].[I:1][c:2]1[cH:3][cH:4][c:5]([C:8](=[O:9])[N:10]2[CH2:11][CH2:12][O:13][CH2:14][CH2:15]2)[cH:6][cH:7]1>>[c:2]1(-[n:20]2[n:19][c:18]([C:17]([F:16])([F:27])[F:28])[c:26]3[c:21]2[CH2:22][CH2:23][CH2:24][CH2:25]3)[cH:3][cH:4][c:5]([C:8](=[O:9])[N:10]2[CH2:11][CH2:12][O:13][CH2:14][CH2:15]2)[cH:6][cH:7]1. Reactants: COC=1C=C2C=CC(=CC2=CC1)C(CCC(=O)C1=CC=CC=C1)=O (1-(6-methoxy-2-naphthyl)-4-phenylbutane-1,4-dione), NC1=CC=CC=C1 (aniline). Yields the product COC=1C=C2C=CC(=CC2=CC1)C=1N(C(=CC1)C1=CC=CC=C1)C1=CC=CC=C1 (2-(6-methoxy-2-naphthyl)-1,5-diphenyl-1H-pyrrole). Isolated yield 76.9%. Reaction SMILES: [CH3:1][O:2][C:3]1[CH:4]=[C:5]2[C:10](=[CH:11][CH:12]=1)[CH:9]=[C:8]([C:13](=O)[CH2:14][CH2:15][C:16]([C:18]1[CH:23]=[CH:22][CH:21]=[CH:20][CH:19]=1)=O)[CH:7]=[CH:6]2.[NH2:25][C:26]1[CH:31]=[CH:30][CH:29]=[CH:28][CH:27]=1>>[CH3:1][O:2][C:3]1[CH:4]=[C:5]2[C:10](=[CH:11][CH:12]=1)[CH:9]=[C:8]([C:13]1[N:25]([C:26]3[CH:31]=[CH:30][CH:29]=[CH:28][CH:27]=3)[C:16]([C:18]3[CH:23]=[CH:22][CH:21]=[CH:20][CH:19]=3)=[CH:15][CH:14]=1)[CH:7]=[CH:6]2. Procedure details: In a similar manner as described in step 1 of Example 8, the title compound was prepared from 1-(6-methoxy-2-naphthyl)-4-phenylbutane-1,4-dione (1.50 g, 4.71 mmol), prepared in step 3 of Example 1, and aniline (3.07 g, 33.0 mmol). Purification on silica gel (500 g, 200–300 mesh) using 0% to 50% methylene chloride in hexane as the eluent gave 2-(6-methoxy-2-naphthyl)-1,5-diphenyl-1H-pyrrole as an off-white solid (1.36 g, 77%), mp 199–200° C. Elemental Analysis for C27H21NO.0.11 CH2Cl2 Calc'd: C, ...